This data is from the Open Reaction Database (ORD), a public repository of structured organic reaction records. The task is: describe an organic reaction: reactants, conditions, products, and yield Starting materials: O=C([O-])O, Cc1ccccc1, Cc1c(C(O)CC(C)C)oc2ccc(Cl)cc12, [Na+], O=S(Cl)Cl. Product: Cc1c(C(Cl)CC(C)C)oc2ccc(Cl)cc12. Reaction SMILES: [C:22](=[O:23])([O-:24])[OH:25].[CH3:27][c:28]1[cH:29][cH:30][cH:31][cH:32][cH:33]1.[Cl:1][c:2]1[cH:3][cH:4][c:5]2[c:6]([c:7]([CH3:16])[c:8]([CH:10]([CH2:11][CH:12]([CH3:13])[CH3:14])[OH:15])[o:9]2)[cH:17]1.[Na+:26].[S:18]([Cl:19])([Cl:20])=[O:21]>>[Cl:1][c:2]1[cH:3][cH:4][c:5]2[c:6]([c:7]([CH3:16])[c:8]([CH:10]([CH2:11][CH:12]([CH3:13])[CH3:14])[Cl:20])[o:9]2)[cH:17]1. Reactants: COC(C(C1CC1)O[Si](C)(C)C(C)(C)C)=O ((tert-butyl-dimethyl-silanyloxy)-cyclopropyl-acetic acid methyl ester), CC(C)C[AlH]CC(C)C (DIBAL-H). Run in C(Cl)Cl (DCM). Run at temperature -78 celsius, time 2.5 hour. Product: C(C)(C)(C)[Si](OC(CO)C1CC1)(C)C (2-(tert-Butyl-dimethyl-silanyloxy)-2-cyclopropyl-ethanol). The yield is 52.0%. RXN SMILES: C[O:2][C:3](=O)[CH:4]([O:8][Si:9]([C:12]([CH3:15])([CH3:14])[CH3:13])([CH3:11])[CH3:10])[CH:5]1[CH2:7][CH2:6]1.CC(C[AlH]CC(C)C)C>C(Cl)Cl>[C:12]([Si:9]([CH3:11])([CH3:10])[O:8][CH:4]([CH:5]1[CH2:7][CH2:6]1)[CH2:3][OH:2])([CH3:15])([CH3:14])[CH3:13]. Procedure: To a solution of (tert-butyl-dimethyl-silanyloxy)-cyclopropyl-acetic acid methyl ester (1.66 g, 6.79 mmol) in DCM (27 mL) at −78° C. under a nitrogen atmosphere was added DIBAL-H (20.37 mL, 20.37 mmol, 1.0M in toluene) dropwise. The reaction mixture was stirred at −78° C. for 2.5 hours then at 0° C. for 1 hour before being quenched with Rochelle's salt (30 mL, 1M aqueous solution). The mixture was extracted with ethyl acetate (3×30 mL) before the combined organic phases were dried (Na2SO4) and c... The reactants are C(=O)OC(C)=O (Acetic formic anhydride), N1=CC=C(C=C1)N1CCC(CC1)OC1=CC=C(N)C=C1 (4-[1-(4-pyridyl)piperidin-4-yloxy]aniline). Conditions: time 16 hour. Product: N1=CC=C(C=C1)N1CCC(CC1)OC1=CC=C(C=C1)NC=O (N-{4-[1-(4-pyridyl)piperidin-4-yloxy]phenyl}formamide). Yield: 65.2%. RXN SMILES: [CH:1](OC(=O)C)=[O:2].[N:7]1[CH:12]=[CH:11][C:10]([N:13]2[CH2:18][CH2:17][CH:16]([O:19][C:20]3[CH:26]=[CH:25][C:23]([NH2:24])=[CH:22][CH:21]=3)[CH2:15][CH2:14]2)=[CH:9][CH:8]=1>>[N:7]1[CH:12]=[CH:11][C:10]([N:13]2[CH2:18][CH2:17][CH:16]([O:19][C:20]3[CH:26]=[CH:25][C:23]([NH:24][CH:1]=[O:2])=[CH:22][CH:21]=3)[CH2:15][CH2:14]2)=[CH:9][CH:8]=1. Reported procedure: Acetic formic anhydride (1.5 g; pre-formed by heating acetic anhydride and 98% formic acid at 60° C. for 2 hours) was cooled to 5° C. and 4-[1-(4-pyridyl)piperidin-4-yloxy]aniline (1.0 g) was added. The mixture was stirred at ambient temperature for 16 hours and then evaporated. The residue was dissolved in water (50 ml) and the mixture was basified to pH10 by the addition of a 2M aqueous sodium hydroxide solution. The resultant mixture was extracted with methylene chloride, washed with water an... The reactants are ClC1=NC(=NC(=C1C#N)C)SC (4-chloro-6-methyl-2-(methylthio)-5-pyrimidinecarbonitrile), O=S1(CC2=C(C1)C=CC(=C2)N)=O ((2,2-dioxido-1,3-dihydro-2-benzothien-5-yl)amine), Intermediate 23. Yields the product O=S1(CC2=C(C1)C=CC(=C2)NC2=NC(=NC(=C2C#N)C)SC)=O (4-[(2,2-dioxido-1,3-dihydro-2-benzothien-5-yl)amino]-6-methyl-2-(methylthio)-5-pyrimidinecarbonitrile). Reaction SMILES: Cl[C:2]1[C:7]([C:8]#[N:9])=[C:6]([CH3:10])[N:5]=[C:4]([S:11][CH3:12])[N:3]=1.[O:13]=[S:14]1(=[O:24])[CH2:18][C:17]2[CH:19]=[CH:20][C:21]([NH2:23])=[CH:22][C:16]=2[CH2:15]1>>[O:13]=[S:14]1(=[O:24])[CH2:18][C:17]2[CH:19]=[CH:20][C:21]([NH:23][C:2]3[C:7]([C:8]#[N:9])=[C:6]([CH3:10])[N:5]=[C:4]([S:11][CH3:12])[N:3]=3)=[CH:22][C:16]=2[CH2:15]1. Procedure: The compound was prepared from 4-chloro-6-methyl-2-(methylthio)-5-pyrimidinecarbonitrile and (2,2-dioxido-1,3-dihydro-2-benzothien-5-yl)amine following a procedure similar to that described for Intermediate 23. Reactants: CCO, COC(=O)c1ccc(-c2ccccc2OC)c(C)c1, [Na+], [OH-]. Product: COc1ccccc1-c1ccc(C(=O)O)cc1C. RXN SMILES: [CH3:22][CH2:23][OH:24].[CH3:3][O:4][c:5]1[c:6](-[c:11]2[c:12]([CH3:21])[cH:13][c:14]([C:17](=[O:18])[O:19][CH3:20])[cH:15][cH:16]2)[cH:7][cH:8][cH:9][cH:10]1.[Na+:2].[OH-:1]>>[CH3:3][O:4][c:5]1[c:6](-[c:11]2[c:12]([CH3:21])[cH:13][c:14]([C:17](=[O:18])[OH:19])[cH:15][cH:16]2)[cH:7][cH:8][cH:9][cH:10]1. Reactants: ClC1=NC(=CC(=C1O)C=C)C(C)O (2-chloro-3-hydroxy-4-vinyl-6-(1-hydroxyethyl)-pyridine), [H-].[Na+] (sodium hydride), CI (methyl iodide). Solvent: C(C)(=O)OCC (ethyl acetate), CN(C=O)C (N,N-dimethylformamide). Run at time 1 hour. Yields the product ClC1=NC(=CC(=C1OC)C=C)C(C)O (2-chloro-3-methoxy-4-vinyl-6-(1-hydroxyethyl)-pyridine). Yield: 69.8%. RXN SMILES: [Cl:1][C:2]1[C:7]([OH:8])=[C:6]([CH:9]=[CH2:10])[CH:5]=[C:4]([CH:11]([OH:13])[CH3:12])[N:3]=1.[H-].[Na+].[CH3:16]I>CN(C)C=O.C(OCC)(=O)C>[Cl:1][C:2]1[C:7]([O:8][CH3:16])=[C:6]([CH:9]=[CH2:10])[CH:5]=[C:4]([CH:11]([OH:13])[CH3:12])[N:3]=1 |f:1.2|. Procedure details: A solution of 2-chloro-3-hydroxy-4-vinyl-6-(1-hydroxyethyl)-pyridine (1.46 g, 7.31 mmol) in 12 mL of N,N-dimethylformamide is treated with sodium hydride (292 mg, 60% in oil, 7.31 mmol) and stirred at room temperature for 1 h. The mixture is treated with methyl iodide (0.5 mL, 8.04 mmol) and stirred for 2 h. The reaction is diluted with 125 mL of ethyl acetate and washed with 4×50 mL of saturated sodium chloride. The organics are dried over potassium carbonate and concentrated in vacuo. The crud... Starting materials: N(=O)OCCCCC (n-Pentyl nitrite), C(C)(=O)[C@@]1([C@@H](O[C@@H]([C@]1(O)C(C)=O)COC(C)=O)N1C2=NC(=NC(=C2N=C1)Cl)N)O (9-(2',3',5'-O-triacetyl-b-D-ribofuranosyl)-2-amino -6-chloropurine), C1(=CC=CC=C1)C(C1=CC=CC=C1)(C1=CC=CC=C1)Cl (triphenylmethyl chloride), C([O-])([O-])=O.[K+].[K+] (potassium carbonate). The solvent is C(Cl)Cl (CH2Cl2). Yields the product C(C)(=O)[C@@]1([C@@H](O[C@@H]([C@]1(O)C(C)=O)COC(C)=O)N1C2=NC(=NC(=C2N=C1)Cl)Cl)O (9-(2',3',5'-O-triacetyl-b-D-ribofuranosyl) -2,6-dichloropurine). Isolated yield 74.3%. As a reaction SMILES: N(OCCCCC)=O.[C:9]([C@@:12]1([OH:37])[C@:16]([C:18](=[O:20])[CH3:19])([OH:17])[C@@H:15]([CH2:21][O:22][C:23](=[O:25])[CH3:24])[O:14][C@H:13]1[N:26]1[CH:34]=[N:33][C:32]2[C:27]1=[N:28][C:29](N)=[N:30][C:31]=2[Cl:35])(=[O:11])[CH3:10].C1(C([Cl:57])(C2C=CC=CC=2)C2C=CC=CC=2)C=CC=CC=1.C(=O)([O-])[O-].[K+].[K+]>C(Cl)Cl>[C:9]([C@@:12]1([OH:37])[C@:16]([C:18](=[O:20])[CH3:19])([OH:17])[C@@H:15]([CH2:21][O:22][C:23](=[O:25])[CH3:24])[O:14][C@H:13]1[N:26]1[CH:34]=[N:33][C:32]2[C:27]1=[N:28][C:29]([Cl:57])=[N:30][C:31]=2[Cl:35])(=[O:11])[CH3:10] |f:3.4.5|. Procedure: n-Pentyl nitrite (98 g, 838 mM) is added over one hour at room temperature under nitrogen to a mixture of the compound of Example 2 (350 g, 819 mM), triphenylmethyl chloride (500 g, 1.79 M) and potassium carbonate (65 g) in CH2Cl2 (3 L). The resulting mixture is heated at reflux for 20 minutes, cooled to room temperature and filtered. The filtrate is concentrated in vacuo, and the resulting residue is purified by column chromatography on silica gel (2.5 kg, ethyl acetate/hexane 1:4-3:7) to yield... Reactants: ClC=1N=C(NC1CC)C(=O)N[C@@H]1[C@@H](CN(CC1)C=1SC(=C(N1)C(=O)O)C(=O)OCC)OCC (cis(±)-2-(4-{[(4-chloro-5-ethyl-1H-imidazol-2-yl)carbonyl]amino}-3-ethoxypiperidin-1-yl)-5-(ethoxycarbonyl)-1,3-thiazole-4-carboxylic acid), ON1N=NC2=C1C=CC=C2 (1-hydroxybenzotriazole), Cl.FCCN (2-fluoroethylamine hydrochloride), CCN=C=NCCCN(C)C.Cl (WSC hydrochloride). Yields the product ClC=1N=C(NC1CC)C(=O)N[C@@H]1[C@@H](CN(CC1)C=1SC(=C(N1)C(NCCF)=O)C(=O)OCC)OCC (Ethyl cis(±)-2-(4-{[(4-chloro-5-ethyl-1H-imidazol-2-yl)carbonyl]amino}-3-ethoxypiperidin-1-yl)-4-[(2-fluoroethyl)carbamoyl]-1,3-thiazole-5-carboxylate). Yield: 79.3%. As a reaction SMILES: [Cl:1][C:2]1[N:3]=[C:4]([C:9]([NH:11][C@H:12]2[CH2:17][CH2:16][N:15]([C:18]3[S:19][C:20]([C:26]([O:28][CH2:29][CH3:30])=[O:27])=[C:21]([C:23]([OH:25])=O)[N:22]=3)[CH2:14][C@H:13]2[O:31][CH2:32][CH3:33])=[O:10])[NH:5][C:6]=1[CH2:7][CH3:8].Cl.[F:35][CH2:36][CH2:37][NH2:38].CCN=C=NCCCN(C)C.Cl.ON1C2C=CC=CC=2N=N1>>[Cl:1][C:2]1[N:3]=[C:4]([C:9]([NH:11][C@H:12]2[CH2:17][CH2:16][N:15]([C:18]3[S:19][C:20]([C:26]([O:28][CH2:29][CH3:30])=[O:27])=[C:21]([C:23](=[O:25])[NH:38][CH2:37][CH2:36][F:35])[N:22]=3)[CH2:14][C@H:13]2[O:31][CH2:32][CH3:33])=[O:10])[NH:5][C:6]=1[CH2:7][CH3:8] |f:1.2,3.4|. Reported procedure: The same operation as in Example (247a) was performed using cis(±)-2-(4-{[(4-chloro-5-ethyl-1H-imidazol-2-yl)carbonyl]amino}-3-ethoxypiperidin-1-yl)-5-(ethoxycarbonyl)-1,3-thiazole-4-carboxylic acid obtained in Example (50a) (250 mg, 0.50 mmol), 2-fluoroethylamine hydrochloride (100 mg, 1.00 mmol), WSC hydrochloride (288 mg, 1.50 mmol) and 1-hydroxybenzotriazole (68 mg, 0.50 mmol), to obtain 216 mg of the title compound as a white solid (79%). Reactants: CCC=C(C#N)CCC, CCCCCC, Cl, [K+], N, [OH-], O, OCC(O)CO. Product: CCC=C(CCC)C(=O)O. RXN SMILES: [CH2:3]([CH2:4][CH3:5])[C:6]([C:7]#[N:8])=[CH:9][CH2:10][CH3:11].[CH3:15][CH2:16][CH2:17][CH2:18][CH2:19][CH3:20].[ClH:13].[K+:2].[NH3:12].[OH-:1].[OH2:14].[OH:21][CH2:22][CH:23]([CH2:24][OH:25])[OH:26]>>[O:1]=[C:7]([C:6]([CH2:3][CH2:4][CH3:5])=[CH:9][CH2:10][CH3:11])[OH:14]. Starting materials: P(OCC1=CC=CC=C1)(OCC1=CC=CC=C1)=O (dibenzyl phosphonate), C1CCC2=CC(=CC=C12)N1C(OC2=C(C1=S)C=C(C(=C2)O)C(C)C)=O (3-(2,3-dihydro-1H-inden-5-yl)-7-hydroxy-6-isopropyl-4-thioxo-3,4-dihydro-2H-benzo[e][1,3]oxazin-2-one), C(Cl)(Cl)(Cl)Cl (CCl4), C(C)(C)N(CC)C(C)C (diisopropylethylamine). Reagents/catalysts: CN(C1=CC=NC=C1)C (4-dimethylaminopyridine). Run in C(C)#N (acetonitrile). Run at temperature 5 celsius, time 5 minute. Yields the product P(=O)(OCC1=CC=CC=C1)(OCC1=CC=CC=C1)OC1=CC2=C(C(N(C(O2)=O)C=2C=C3CCCC3=CC2)=S)C=C1C(C)C (dibenzyl 3-(2,3-dihydro-1H-inden-5-yl)-6-isopropyl-2-oxo-4-thioxo-3,4-dihydro-2H-benzo[e][1,3]oxazin-7-yl phosphate). Isolated yield 100.9%. RXN SMILES: [CH2:1]1[C:9]2[C:4](=[CH:5][C:6]([N:10]3[C:15](=[S:16])[C:14]4[CH:17]=[C:18]([CH:22]([CH3:24])[CH3:23])[C:19]([OH:21])=[CH:20][C:13]=4[O:12][C:11]3=[O:25])=[CH:7][CH:8]=2)[CH2:3][CH2:2]1.C(Cl)(Cl)(Cl)Cl.C(N(C(C)C)CC)(C)C.[PH:40](=[O:57])([O:49][CH2:50][C:51]1[CH:56]=[CH:55][CH:54]=[CH:53][CH:52]=1)[O:41][CH2:42][C:43]1[CH:48]=[CH:47][CH:46]=[CH:45][CH:44]=1>C(#N)C.CN(C)C1C=CN=CC=1>[P:40]([O:21][C:19]1[C:18]([CH:22]([CH3:23])[CH3:24])=[CH:17][C:14]2[C:15](=[S:16])[N:10]([C:6]3[CH:5]=[C:4]4[C:9](=[CH:8][CH:7]=3)[CH2:1][CH2:2][CH2:3]4)[C:11](=[O:25])[O:12][C:13]=2[CH:20]=1)([O:41][CH2:42][C:43]1[CH:48]=[CH:47][CH:46]=[CH:45][CH:44]=1)([O:49][CH2:50][C:51]1[CH:56]=[CH:55][CH:54]=[CH:53][CH:52]=1)=[O:57]. Procedure: To a stirred solution of 0.30 g (0.84 mmols) of 5 in 10 mL of anhydrous acetonitrile at 5° C., was added 0.4 mL (4.24 mmols) of CCl4, 0.31 mL (1.78 mmols) of diisopropylethylamine and 10 mg (85□mols) of 4-dimethylaminopyridine in that order. After stirring the mixture for 5 min. at 5° C., 0.34 mL (1.27 mmols) of dibenzyl phosphonate 6 was added drop wise and the mixture stirred for 1 h at 5° C. The reaction was quenched with water, extracted the product with ethyl acetate and organic layers were...